From a dataset of the Open Reaction Database (ORD), a public repository of structured organic reaction records. describe an organic reaction: reactants, conditions, products, and yield Starting materials: ClCCN(C1=CC=C(C=O)C=C1)CC (4-[[2-Chloroethyl)ethylamino]benzaldehyde), OC1=CC=C(C=O)C=C1 (p-hydroxybenzaldehyde), [OH-].[Na+] (NaOH), C(C)OCCOCCO (2-(2-ethoxyethoxy)ethanol). Solvent: O (water). The product is C(=O)C1=CC=C(OCCN(C2=CC=C(C=O)C=C2)CC)C=C1 (4-[[2-(4-Formylphenoxy)ethyl]ethylamino]benzaldehyde). Reaction SMILES: Cl[CH2:2][CH2:3][N:4]([CH2:13][CH3:14])[C:5]1[CH:12]=[CH:11][C:8]([CH:9]=[O:10])=[CH:7][CH:6]=1.[OH:15][C:16]1[CH:23]=[CH:22][C:19]([CH:20]=[O:21])=[CH:18][CH:17]=1.[OH-].[Na+].C(OCCOCCO)C>O>[CH:20]([C:19]1[CH:22]=[CH:23][C:16]([O:15][CH2:2][CH2:3][N:4]([CH2:13][CH3:14])[C:5]2[CH:12]=[CH:11][C:8]([CH:9]=[O:10])=[CH:7][CH:6]=2)=[CH:17][CH:18]=1)=[O:21] |f:2.3|. Reported procedure: A mixture of 4-[[2-Chloroethyl)ethylamino]benzaldehyde 10.6 g (0.05 m), p-hydroxybenzaldehyde (6.1 g, 0.05 m), 50% NaOH (4.4 g), water (50 mL), and 2-(2-ethoxyethoxy)ethanol was heated at reflux for 6 hours and then allowed to cool. A semi-solid product was obtained which was washed with water by decantation and recrystallized from methanol. After being collected by filtration, washed with methanol, and dried in air the product weighed 6.5 g and the structure was confirmed by mass spectral analy...